The task is: describe an organic reaction: reactants, conditions, products, and yield. This data is from the Open Reaction Database (ORD), a public repository of structured organic reaction records. Starting materials: Cl.C(CCC)OC(CNC1=CC=CC=C1)=O (phenylglycine butyl ester hydrochloride), CCCCCCC (heptane), C(Cl)Cl (MeCl2), C(=O)(O)[O-].[Na+] (NaHCO3). The solvent is O (water). Product: C(CCC)OC(CNC1=CC=CC=C1)=O (phenylglycine butyl ester). RXN SMILES: C([O-])(O)=O.[Na+].CCCCCCC.C(Cl)Cl.Cl.[CH2:17]([O:21][C:22](=[O:31])[CH2:23][NH:24][C:25]1[CH:30]=[CH:29][CH:28]=[CH:27][CH:26]=1)[CH2:18][CH2:19][CH3:20]>O>[CH2:17]([O:21][C:22](=[O:31])[CH2:23][NH:24][C:25]1[CH:26]=[CH:27][CH:28]=[CH:29][CH:30]=1)[CH2:18][CH2:19][CH3:20] |f:0.1,4.5|. Procedure details: To 6.3 gram NaHCO3 (0.075 mole) dissolved in 75 ml water was added a mixture 50 ml of heptane and 25 ml MeCl2. To the agitated 2-phase system was added 12.2 gram D(-) phenylglycine butyl ester hydrochloride (0.05 mole) over 20 minutes at 12°-14° C. The layers were allowed to settle. The reactants are Cl (hydrochloric acid), ice water, N1(CCCC1)C1=CCCS(C2=C1C=CC=C2)(=O)=O (2,3-dihydro-5-(1-pyrrolidinyl)-1-benzothiepin 1,1-dioxide), C(=O)(Cl)Cl (phosgene), acid chloride, NC1=NC=CC=C1 (2-aminopyridine), O1CCCC1 (tetrahydrofuran). The solvent is ice water, C(C)(=O)O (acetic acid), C(C)N(CC)CC (triethylamine), C(C)N(CC)CC (triethylamine). Reaction conditions: time 20 hour. The product is O=C1C(CCS(C2=C1C=CC=C2)(=O)=O)C(=O)NC2=NC=CC=C2 (2,3,4,5-Tetrahydro-5-oxo-N(2-pyridyl)-1-benzothiepin-4-carboxamide 1,1-Dioxide). Reaction SMILES: N1([C:6]2[C:12]3[CH:13]=[CH:14][CH:15]=[CH:16][C:11]=3[S:10](=[O:18])(=[O:17])[CH2:9][CH2:8][CH:7]=2)CCCC1.[C:19](Cl)(Cl)=[O:20].[NH2:23][C:24]1[CH:29]=[CH:28][CH:27]=[CH:26][N:25]=1.Cl.[O:31]1CCCC1>C(O)(=O)C.C(N(CC)CC)C>[O:31]=[C:6]1[C:12]2[CH:13]=[CH:14][CH:15]=[CH:16][C:11]=2[S:10](=[O:17])(=[O:18])[CH2:9][CH2:8][CH:7]1[C:19]([NH:23][C:24]1[CH:29]=[CH:28][CH:27]=[CH:26][N:25]=1)=[O:20]. Procedure: The reaction of 0.1 mol of crude 2,3-dihydro-5-(1-pyrrolidinyl)-1-benzothiepin 1,1-dioxide with phosgene and triethylamine was carried out as described in example 2. The mixture containing the resulting acid chloride was cooled to -50° and a solution of 11.09 g (0.11 mol) of 2-aminopyridine and 13 g (0.15 mol) of triethylamine in 50 ml of tetrahydrofuran was added slowly. The reaction mixture was allowed to slowly warm to room temperature and then stirred for 20 hours. It was decomposed with ice...